From a dataset of the Open Reaction Database (ORD), a public repository of structured organic reaction records. describe an organic reaction: reactants, conditions, products, and yield Reactants: CCOC(C)=O, CC(=O)O, CO, [Cl-], [Cl-], [Cl-], O=C(c1ccc(Cl)cc1)c1ccccc1Nc1ncccc1[N+](=O)[O-], O, O, [Ti+3]. Yields the product Nc1cccnc1Nc1ccccc1C(=O)c1ccc(Cl)cc1. RXN SMILES: [C:28]([O:29][CH2:30][CH3:31])(=[O:32])[CH3:33].[C:35]([OH:36])(=[O:37])[CH3:38].[CH3:26][OH:27].[Cl-:40].[Cl-:41].[Cl-:42].[Cl:1][c:2]1[cH:3][cH:4][c:5]([C:8](=[O:9])[c:10]2[c:11]([NH:16][c:17]3[n:18][cH:19][cH:20][cH:21][c:22]3[N+:23]([O-:24])=[O:25])[cH:12][cH:13][cH:14][cH:15]2)[cH:6][cH:7]1.[OH2:34].[OH2:39].[Ti+3:43]>>[Cl:1][c:2]1[cH:3][cH:4][c:5]([C:8](=[O:9])[c:10]2[c:11]([NH:16][c:17]3[n:18][cH:19][cH:20][cH:21][c:22]3[NH2:23])[cH:12][cH:13][cH:14][cH:15]2)[cH:6][cH:7]1. Starting materials: Cc1cc(C=O)ccc1Br, Cc1ccccc1, COC(=O)C=P(c1ccccc1)(c1ccccc1)c1ccccc1. Product: COC(=O)C=Cc1ccc(Br)c(C)c1. As a reaction SMILES: [Br:25][c:26]1[c:27]([CH3:34])[cH:28][c:29]([CH:30]=[O:31])[cH:32][cH:33]1.[CH3:35][c:36]1[cH:37][cH:38][cH:39][cH:40][cH:41]1.[c:1]1([P:2]([c:3]2[cH:4][cH:5][cH:6][cH:7][cH:8]2)([c:9]2[cH:10][cH:11][cH:12][cH:13][cH:14]2)=[CH:20][C:21](=[O:22])[O:23][CH3:24])[cH:15][cH:16][cH:17][cH:18][cH:19]1>>[CH:20]([C:21](=[O:22])[O:23][CH3:24])=[CH:30][c:29]1[cH:28][c:27]([CH3:34])[c:26]([Br:25])[cH:33][cH:32]1. The reactants are C1CCOC1, COC(=O)c1ccc(CCC(Cc2ccc(C(=O)OC)cc2)C(=O)O)cc1, CCOC(C)=O, [Cl-], [NH4+], O. Product: COC(=O)c1ccc(CCC(CO)Cc2ccc(C(=O)OC)cc2)cc1. RXN SMILES: [CH2:30]1[O:31][CH2:32][CH2:33][CH2:34]1.[CH3:1][O:2][C:3](=[O:4])[c:5]1[cH:6][cH:7][c:8]([CH2:9][CH:10]([C:11](=[O:12])[OH:13])[CH2:14][CH2:15][c:16]2[cH:17][cH:18][c:19]([C:22](=[O:23])[O:24][CH3:25])[cH:20][cH:21]2)[cH:26][cH:27]1.[CH3:36][CH2:37][O:38][C:39](=[O:40])[CH3:41].[Cl-:28].[NH4+:29].[OH2:35]>>[CH3:1][O:2][C:3](=[O:4])[c:5]1[cH:6][cH:7][c:8]([CH2:9][CH:10]([CH2:11][OH:12])[CH2:14][CH2:15][c:16]2[cH:17][cH:18][c:19]([C:22](=[O:23])[O:24][CH3:25])[cH:20][cH:21]2)[cH:26][cH:27]1. Reactants: BrC1=CC=C(C=C1)[C@H](CC(=O)C1=CC(=NC=C1)C)C1=C(C=C(C=C1)Cl)C ((S)-3-(4-bromo-phenyl)-3-(4-chloro-2-methyl-phenyl)-1-(2-methyl-pyridin-4-yl)-propan-1-one), [OH-].[K+] (potassium hydroxide), C(C)(C)(C)P(C1=C(C=CC=C1)C1=C(C=C(C=C1C(C)C)C(C)C)C(C)C)C(C)(C)C (2-di-tert-butylphosphino-2′,4′,6′-triisopropylbiphenyl), ICC (iodoethane). Reagents/catalysts: [Br-].C(CCCCCCCCCCCCCCC)[N+](C)(C)C (cetyl trimethylammonium bromide), C=1C=CC(=CC1)/C=C/C(=O)/C=C/C2=CC=CC=C2.C=1C=CC(=CC1)/C=C/C(=O)/C=C/C2=CC=CC=C2.C=1C=CC(=CC1)/C=C/C(=O)/C=C/C2=CC=CC=C2.[Pd].[Pd] (tris(dibenzylideneacetone)dipalladium(0)). Yields the product ClC1=CC(=C(C=C1)[C@@H](CC(=O)C1=CC(=NC=C1)C)C1=CC=C(C=C1)OCC)C ((S)-3-(4-Chloro-2-methyl-phenyl)-3-(4-ethoxy-phenyl)-1-(2-methyl-pyridin-4-yl)-propan-1-one). RXN SMILES: Br[C:2]1[CH:7]=[CH:6][C:5]([C@@H:8]([C:19]2[CH:24]=[CH:23][C:22]([Cl:25])=[CH:21][C:20]=2[CH3:26])[CH2:9][C:10]([C:12]2[CH:17]=[CH:16][N:15]=[C:14]([CH3:18])[CH:13]=2)=[O:11])=[CH:4][CH:3]=1.[OH-:27].[K+].C(P([C:55]([CH3:58])(C)C)C1C=CC=CC=1C1C(C(C)C)=CC(C(C)C)=CC=1C(C)C)(C)(C)C.ICC>[Br-].C([N+](C)(C)C)CCCCCCCCCCCCCCC.C1C=CC(/C=C/C(/C=C/C2C=CC=CC=2)=O)=CC=1.C1C=CC(/C=C/C(/C=C/C2C=CC=CC=2)=O)=CC=1.C1C=CC(/C=C/C(/C=C/C2C=CC=CC=2)=O)=CC=1.[Pd].[Pd]>[Cl:25][C:22]1[CH:23]=[CH:24][C:19]([C@H:8]([C:5]2[CH:4]=[CH:3][C:2]([O:27][CH2:55][CH3:58])=[CH:7][CH:6]=2)[CH2:9][C:10]([C:12]2[CH:17]=[CH:16][N:15]=[C:14]([CH3:18])[CH:13]=2)=[O:11])=[C:20]([CH3:26])[CH:21]=1 |f:1.2,5.6,7.8.9.10.11|. Procedure details: In analogy to example 364, step 1, from (S)-3-(4-bromo-phenyl)-3-(4-chloro-2-methyl-phenyl)-1-(2-methyl-pyridin-4-yl)-propan-1-one in presence of potassium hydroxide, 2-di-tert-butylphosphino-2′,4′,6′-triisopropylbiphenyl, tris(dibenzylideneacetone)dipalladium(0), cetyl trimethylammonium bromide and iodoethane was prepared the title compound as a yellow foam, MS (ESI+): m/z=394.0 ([M+H]+). The reactants are C1(CCCCC1)C(=O)N1CCC(CC1)NC=1C=C2C=NNC2=CC1 (N-[1-(cyclohexylcarbonyl)-4-piperidinyl]-1H-indazol-5-amine), [H-].[Al+3].[Li+].[H-].[H-].[H-] (lithium aluminum hydride), [OH-].[Na+] (sodium hydroxide), O (water), O (water). Run in O1CCCC1 (tetrahydrofuran), O1CCCC1 (tetrahydrofuran). Reaction conditions: temperature 0 celsius, time 1 hour. The product is C1(CCCCC1)CN1CCC(CC1)NC=1C=C2C=NNC2=CC1 (N-[1-(cyclohexylmethyl)-4-piperidinyl]-1H-indazol-5-amine). The yield is 42.1%. Reaction SMILES: [CH:1]1([C:7]([N:9]2[CH2:14][CH2:13][CH:12]([NH:15][C:16]3[CH:17]=[C:18]4[C:22](=[CH:23][CH:24]=3)[NH:21][N:20]=[CH:19]4)[CH2:11][CH2:10]2)=O)[CH2:6][CH2:5][CH2:4][CH2:3][CH2:2]1.[H-].[Al+3].[Li+].[H-].[H-].[H-].O.[OH-].[Na+]>O1CCCC1>[CH:1]1([CH2:7][N:9]2[CH2:14][CH2:13][CH:12]([NH:15][C:16]3[CH:17]=[C:18]4[C:22](=[CH:23][CH:24]=3)[NH:21][N:20]=[CH:19]4)[CH2:11][CH2:10]2)[CH2:2][CH2:3][CH2:4][CH2:5][CH2:6]1 |f:1.2.3.4.5.6,8.9|. Procedure details: A solution of the N-[1-(cyclohexylcarbonyl)-4-piperidinyl]-1H-indazol-5-amine (0.301 g, 0.92 mmol) obtained in Example 18 in tetrahydrofuran (2 ml) was added to a solution of lithium aluminum hydride (0.071 g, 1.88 mmol) in tetrahydrofuran (2 ml) at 0° C. and stirred at 0° C. for 1 hour. The reaction solution was cooled on an ice-water bath, followed by adding thereto water (0.07 ml), a 2N-aqueous sodium hydroxide solution (0.14 ml) and water (0.21 ml) in that order. The resulting mixture was st... Starting materials: CO, ClCCl, CSc1ncc(C(=O)Nc2ccc(F)cc2)c(Cl)n1, Nc1ccccc1Nc1ccccc1. The product is CSc1ncc(C(=O)Nc2ccc(F)cc2)c(Nc2ccccc2Nc2ccccc2)n1. As a reaction SMILES: [CH3:34][OH:35].[Cl:36][CH2:37][Cl:38].[F:1][c:2]1[cH:3][cH:4][c:5]([NH:8][C:9](=[O:10])[c:11]2[c:12]([Cl:19])[n:13][c:14]([S:17][CH3:18])[n:15][cH:16]2)[cH:6][cH:7]1.[c:20]1([NH:26][c:27]2[c:28]([NH2:33])[cH:29][cH:30][cH:31][cH:32]2)[cH:21][cH:22][cH:23][cH:24][cH:25]1>>[F:1][c:2]1[cH:3][cH:4][c:5]([NH:8][C:9](=[O:10])[c:11]2[c:12]([NH:33][c:28]3[c:27]([NH:26][c:20]4[cH:21][cH:22][cH:23][cH:24][cH:25]4)[cH:32][cH:31][cH:30][cH:29]3)[n:13][c:14]([S:17][CH3:18])[n:15][cH:16]2)[cH:6][cH:7]1. The reactants are FC(C1=CC=C(C=C1)NC(C(C(=O)C)=COCC)=O)(F)F (N-[4-(Trifluoromethyl)phenyl]-2-(ethoxymethylene)-acetoacetamide), Cl.NO (hydroxylamine hydrochloride), [OH-].[Na+] (sodium hydroxide). Run in O (water), C(C)O (ethanol). Run at temperature 40 celsius, time 8 hour. Product: CC1=NOC=C1C(=O)NC1=CC=C(C=C1)C(F)(F)F (3-methyl-4-[4-(trifluoromethyl)phenylaminocarbonyl]isoxazole). The yield is 8.4%. As a reaction SMILES: [F:1][C:2]([F:21])([F:20])[C:3]1[CH:8]=[CH:7][C:6]([NH:9][C:10](=[O:19])[C:11](=[CH:15][O:16]CC)[C:12]([CH3:14])=O)=[CH:5][CH:4]=1.Cl.[NH2:23]O.[OH-].[Na+]>C(O)C.O>[CH3:14][C:12]1[C:11]([C:10]([NH:9][C:6]2[CH:7]=[CH:8][C:3]([C:2]([F:21])([F:20])[F:1])=[CH:4][CH:5]=2)=[O:19])=[CH:15][O:16][N:23]=1 |f:1.2,3.4|. Procedure: N-[4-(Trifluoromethyl)phenyl]-2-(ethoxymethylene)-acetoacetamide (4 g) is suspended in 10 mL of ethanol treated with 1.5 g of hydroxylamine hydrochloride in 10 mL of water which has been adjusted to pH 5 with sodium hydroxide. The mixture is stirred and warmed to 40° C. for 2 hours, then cooled to room temperature and the precipitate collected by vacuum filtration. Sodium hydroxide (1 g) is added to the filtrate which is stirred for 30 minutes. The mixture is acidified to pH 2 with 6 N hydrochlo... The reactants are CCC(Oc1cncc(C#N)c1)C(=O)OC, CC(C)O, [Na+], [OH-], O. Product: CCC(Oc1cncc(C#N)c1)C(=O)O. RXN SMILES: [C:1](#[N:2])[c:3]1[cH:4][c:5]([O:9][CH:10]([C:11](=[O:12])[O:13][CH3:14])[CH2:15][CH3:16])[cH:6][n:7][cH:8]1.[CH3:20][CH:21]([OH:22])[CH3:23].[Na+:18].[OH-:17].[OH2:19]>>[C:1](#[N:2])[c:3]1[cH:4][c:5]([O:9][CH:10]([C:11](=[O:12])[OH:13])[CH2:15][CH3:16])[cH:6][n:7][cH:8]1. The reactants are COC=1C=CC(=C(C=O)C1)O (5-Methoxy-2-hydroxybenzaldehyde), C([O-])([O-])=O.[K+].[K+] (potassium carbonate), C(=O)C=C (acrolein). Run in O1CCOCC1 (1,4-dioxane), O (water). Run at temperature 100 celsius. The product is COC=1C=CC2=C(C=C(CO2)C=O)C1 (6-methoxy-2H-1-benzopyran-3-carboxaldehyde). RXN SMILES: [CH3:1][O:2][C:3]1[CH:4]=[CH:5][C:6]([OH:11])=[C:7]([CH:10]=1)[CH:8]=O.C(=O)([O-])[O-].[K+].[K+].[CH:18]([CH:20]=[CH2:21])=[O:19]>O1CCOCC1.O>[CH3:1][O:2][C:3]1[CH:4]=[CH:5][C:6]2[O:11][CH2:21][C:20]([CH:18]=[O:19])=[CH:8][C:7]=2[CH:10]=1 |f:1.2.3|. Procedure details: The starting material is prepared as follows: 5-Methoxy-2-hydroxybenzaldehyde (25 g, 0.16 mol) and potassium carbonate (22.7 g, 0.16 mol) are taken up in 300 ml of 1,4-dioxane and treated with acrolein (13.8 g, 0.25 mol). The mixture is heated at 100° C. for 1 hour, and allowed to cool. The mixture is diluted with water and extracted three times with ether. The combined ether extracts are dried (MgSO4) and evaporated. The residual oil is dissolved in a minimal amount of ethyl acetate (approx. 40... Reactants: [OH-].[Na+] (sodium hydroxide), S(=O)(=O)(OC)OC (Dimethyl sulfate), CN(C=O)C (dimethylformamide), C(CCCCCCC)N (n-Octylamine). Run in O (water), C1(=CC=CC=C1)C (toluene). Conditions: temperature 70 celsius, time 3 hour. The product is CN(C=NCCCCCCCC)C (N,N-Dimethyl-N'-octylformamidine). Isolated yield 103.1%. Reaction SMILES: S(OC)(OC)(=O)=O.[CH3:8][N:9]([CH3:12])[CH:10]=O.[CH2:13]([NH2:21])[CH2:14][CH2:15][CH2:16][CH2:17][CH2:18][CH2:19][CH3:20].[OH-].[Na+]>O.C1(C)C=CC=CC=1>[CH3:8][N:9]([CH3:12])[CH:10]=[N:21][CH2:13][CH2:14][CH2:15][CH2:16][CH2:17][CH2:18][CH2:19][CH3:20] |f:3.4|. Procedure details: Dimethyl sulfate (126.1 g, 1.0 mole) was heated to 65° C. The temperature was maintained at 60°-70° while dimethylformamide (73.1 g, 1.0 mole) was added over a period of about 30 minutes. After the addition was complete, the reaction was heated at 70° C. for 7 hours, then cooled to below 30° C. n-Octylamine (129.2 g, 1.0 mole) was added over a 20 minute period with external cooling to maintain the temperature at 40° C. The reaction was stirred an additional 3 hours at 40° C. after addition was c...